This data is from the Open Reaction Database (ORD), a public repository of structured organic reaction records. The task is: describe an organic reaction: reactants, conditions, products, and yield The reactants are COC1=CC2=C(CC(NC=C2)=O)C=C1OC (7,8-dimethoxy-1,3-dihydro-2H-3-benzazepin-2-one), [H][H] (hydrogen). The reagents and catalysts are [Pd] (palladium-on-charcoal). The solvent is C(C)(=O)O (acetic acid). Product: COC1=CC2=C(CC(NCC2)=O)C=C1OC (7,8-Dimethoxy-1,3,4,5-tetrahydro-2H-3-benzazepin-2-one). Reaction SMILES: [CH3:1][O:2][C:3]1[C:14]([O:15][CH3:16])=[CH:13][C:6]2[CH2:7][C:8](=[O:12])[NH:9][CH:10]=[CH:11][C:5]=2[CH:4]=1.[H][H]>C(O)(=O)C.[Pd]>[CH3:1][O:2][C:3]1[C:14]([O:15][CH3:16])=[CH:13][C:6]2[CH2:7][C:8](=[O:12])[NH:9][CH2:10][CH2:11][C:5]=2[CH:4]=1. Reported procedure: A suspension of 21.9 gm (0.1 mol) of 7,8-dimethoxy-1,3-dihydro-2H-3-benzazepin-2-one and 1.5 gm of 10% palladium-on-charcoal in 200 ml of glacial acetic acid was hydrogenated at 50° C. and at a hydrogen pressure of 5 bar. After the catalyst had been filtered off, the solvent was evaporated in vacuo, and the residue was taken up in methylene chloride. After the solution had been extracted with an aqueous sodium bicarbonate solution and washed with water, it was dried over magnesium sulfate, evapo... The product is C1(=CC=CC=C1)CCN1CC2(CCC1)OC1=C(C(N2)=O)C=C(C=C1)/C=C/C(=O)O ((±)-(E)-3-{1′-(2-phenyl-ethyl)-3,4-dihydro-4-oxo-spiro[2H-(1,3)-benzoxazine-2,3′-piperidin]-6-yl}-acrylic acid). Procedure details: A solution of (±)-(E)-3-{1′-(2-phenyl-ethyl)-3,4-dihydro-4-oxo-spiro[2H-(1,3)-benzoxazine-2,3′-piperidin]-6-yl}-acrylic acid methyl ester (300 mg, 0.73 mmol) in water (2.5 ml) and dioxane (5 ml) was treated with 1 M NaOH (0.96 ml) as described in Example 30, Step A to give (±)-(E)-3-{1′-(2-phenyl-ethyl)-3,4-dihydro-4-oxo-spiro[2H-(1,3)-benzoxazine-2,3′-piperidin]-6-yl}-acrylic acid as a white said [LC-MS: (ES+) MH+: 393]. The acrylic acid was suspended in DCM (5 ml), treated with TEA (0.15 ml, 1... Solvent: O (water), O1CCOCC1 (dioxane). Reactants: COC(\C=C\C=1C=CC2=C(C(NC3(CN(CCC3)CCC3=CC=CC=C3)O2)=O)C1)=O ((±)-(E)-3-{1′-(2-phenyl-ethyl)-3,4-dihydro-4-oxo-spiro[2H-(1,3)-benzoxazine-2,3′-piperidin]-6-yl}-acrylic acid methyl ester), [OH-].[Na+] (NaOH). RXN SMILES: C[O:2][C:3](=[O:30])/[CH:4]=[CH:5]/[C:6]1[CH:7]=[CH:8][C:9]2[O:27][C:13]3([CH2:18][CH2:17][CH2:16][N:15]([CH2:19][CH2:20][C:21]4[CH:26]=[CH:25][CH:24]=[CH:23][CH:22]=4)[CH2:14]3)[NH:12][C:11](=[O:28])[C:10]=2[CH:29]=1.[OH-].[Na+]>O.O1CCOCC1>[C:21]1([CH2:20][CH2:19][N:15]2[CH2:16][CH2:17][CH2:18][C:13]3([NH:12][C:11](=[O:28])[C:10]4[CH:29]=[C:6](/[CH:5]=[CH:4]/[C:3]([OH:30])=[O:2])[CH:7]=[CH:8][C:9]=4[O:27]3)[CH2:14]2)[CH:26]=[CH:25][CH:24]=[CH:23][CH:22]=1 |f:1.2|. Reactants: O=C([O-])[O-], CS(C)=O, [K+], [K+], CCOC(=O)C1(C(=O)OCC)C(n2cnc3c(Cl)nc(N)nc32)C1(Cl)Cl, Nc1nc(Cl)c2[nH]cnc2n1, O. The product is CCOC(=O)C(=CC(Cl)(Cl)Cl)C(=O)OCC. RXN SMILES: [C:12](=[O:13])([O-:14])[O-:15].[CH3:45][S:46]([CH3:47])=[O:48].[K+:16].[K+:17].[NH2:19][c:20]1[n:21][c:22]2[c:23]([n:24][cH:25][n:26]2[CH:29]2[C:30]([Cl:42])([Cl:43])[C:31]2([C:32](=[O:33])[O:34][CH2:35][CH3:36])[C:37](=[O:38])[O:39][CH2:40][CH3:41])[c:27]([Cl:28])[n:44]1.[NH2:1][c:2]1[n:3][c:4]2[c:5]([nH:6][cH:7][n:8]2)[c:9]([Cl:11])[n:10]1.[OH2:18]>>[Cl:11][C:30]([CH:29]=[C:31]([C:32](=[O:33])[O:34][CH2:35][CH3:36])[C:37](=[O:38])[O:39][CH2:40][CH3:41])([Cl:42])[Cl:43]. The reactants are Cl.C(C)(C)C=1C=C(C=CC1)[C@H](C)N ((S)-1-(3-isopropylphenyl)ethanamine hydrochloride), ClC=1C=C(CN2C(=C(C3=CC(=CC=C23)C(=O)O)C)C)C=CC1O[C@@H](C(=O)OC)C ((R)-1-(3-chloro-4-((1-methoxy-1-oxopropan-2-yl)oxy)benzyl)-2,3-dimethyl-1H-indole-5-carboxylic acid). Yields the product ClC1=C(O[C@@H](C(=O)OC)C)C=CC(=C1)CN1C(=C(C2=CC(=CC=C12)C(N[C@@H](C)C1=CC(=CC=C1)C(C)C)=O)C)C ((R)-Methyl 2-(2-chloro-4-((5-(((S)-1-(3-isopropylphenyl)ethyl)carbamoyl)-2,3-dimethyl-1H-indol-1-yl)methyl)phenoxy)propanoate). Reaction SMILES: Cl.[CH:2]([C:5]1[CH:6]=[C:7]([C@@H:11]([NH2:13])[CH3:12])[CH:8]=[CH:9][CH:10]=1)([CH3:4])[CH3:3].[Cl:14][C:15]1[CH:16]=[C:17]([CH:33]=[CH:34][C:35]=1[O:36][C@H:37]([CH3:42])[C:38]([O:40][CH3:41])=[O:39])[CH2:18][N:19]1[C:27]2[C:22](=[CH:23][C:24]([C:28](O)=[O:29])=[CH:25][CH:26]=2)[C:21]([CH3:31])=[C:20]1[CH3:32]>>[Cl:14][C:15]1[CH:16]=[C:17]([CH2:18][N:19]2[C:27]3[C:22](=[CH:23][C:24]([C:28](=[O:29])[NH:13][C@H:11]([C:7]4[CH:8]=[CH:9][CH:10]=[C:5]([CH:2]([CH3:4])[CH3:3])[CH:6]=4)[CH3:12])=[CH:25][CH:26]=3)[C:21]([CH3:31])=[C:20]2[CH3:32])[CH:33]=[CH:34][C:35]=1[O:36][C@H:37]([CH3:42])[C:38]([O:40][CH3:41])=[O:39] |f:0.1|. Procedure details: The title compound was prepared following the same protocol as described in Step 5, Example 36, using the (S)-1-(3-isopropylphenyl)ethanamine hydrochloride instead of the (S)-1-(3-cyclopropylphenyl)ethanamine hydrochloride and the (R)-1-(3-chloro-4-((1-methoxy-1-oxopropan-2-yl)oxy)benzyl)-2,3-dimethyl-1H-indole-5-carboxylic acid instead of the 1-(4-(2-methoxy-2-oxoethoxy)benzyl)-2,3-dimethyl-1H-indole-5-carboxylic acid. The reactants are BrC1=CC(=C(N)C(=C1)F)F (4-bromo-2,6-difluoroaniline), ClC=1C=C(C=C(C1)OC)B(O)O (3-chloro-5-methoxyphenylboronic acid). Yields the product ClC=1C=C(C=C(C1)OC)C1=CC(=C(C(=C1)F)N)F (3′-chloro-3,5-difluoro-5′-methoxybiphenyl-4-amine). The yield is 30.1%. As a reaction SMILES: Br[C:2]1[CH:8]=[C:7]([F:9])[C:5]([NH2:6])=[C:4]([F:10])[CH:3]=1.[Cl:11][C:12]1[CH:13]=[C:14](B(O)O)[CH:15]=[C:16]([O:18][CH3:19])[CH:17]=1>>[Cl:11][C:12]1[CH:13]=[C:14]([C:2]2[CH:8]=[C:7]([F:9])[C:5]([NH2:6])=[C:4]([F:10])[CH:3]=2)[CH:15]=[C:16]([O:18][CH3:19])[CH:17]=1. Reported procedure: The title compound (39 mg) was prepared from 4-bromo-2,6-difluoroaniline (100 mg, 0.48 mmol) and 3-chloro-5-methoxyphenylboronic acid (116 mg, 0.62 mmol) as a pale-yellow solid. 1H-NMR (δ ppm, DMSO-d6, 400 MHz): 7.36 (dd, J 2.2, 8.1, 2H), 7.25 (s, 1H), 7.12 (s, 1H), 6.91 (t, J 1.9, 1H), 5.43 (s, 2H), 3.81 (s, 3H).